From a dataset of the Open Reaction Database (ORD), a public repository of structured organic reaction records. describe an organic reaction: reactants, conditions, products, and yield Starting materials: C=C(OCC)[Sn](CCCC)(CCCC)CCCC, Fc1cc2ncccc2c(F)c1Cc1nnc2ccc(Cl)nn12, C1COCCO1, Cl[Pd]Cl, c1ccc(P(c2ccccc2)c2ccccc2)cc1, c1ccc(P(c2ccccc2)c2ccccc2)cc1. Product: C=C(OCC)c1ccc2nnc(Cc3c(F)cc4ncccc4c3F)n2n1. RXN SMILES: [CH2:24]([Sn:25]([CH2:26][CH2:27][CH2:28][CH3:34])([C:29](=[CH2:30])[O:31][CH2:32][CH3:33])[CH2:35][CH2:36][CH2:37][CH3:38])[CH2:39][CH2:40][CH3:41].[Cl:1][c:2]1[cH:3][cH:4][c:5]2[n:6]([n:7]1)[c:8]([CH2:11][c:12]1[c:13]([F:23])[c:14]3[cH:15][cH:16][cH:17][n:18][c:19]3[cH:20][c:21]1[F:22])[n:9][n:10]2.[O:42]1[CH2:43][CH2:44][O:45][CH2:46][CH2:47]1.[Pd:48]([Cl:49])[Cl:50].[c:51]1([P:52]([c:53]2[cH:54][cH:55][cH:56][cH:57][cH:58]2)[c:59]2[cH:60][cH:61][cH:62][cH:63][cH:64]2)[cH:65][cH:66][cH:67][cH:68][cH:69]1.[c:70]1([P:71]([c:72]2[cH:73][cH:74][cH:75][cH:76][cH:77]2)[c:78]2[cH:79][cH:80][cH:81][cH:82][cH:83]2)[cH:84][cH:85][cH:86][cH:87][cH:88]1>>[c:2]1([C:29](=[CH2:30])[O:31][CH2:32][CH3:33])[cH:3][cH:4][c:5]2[n:6]([n:7]1)[c:8]([CH2:11][c:12]1[c:13]([F:23])[c:14]3[cH:15][cH:16][cH:17][n:18][c:19]3[cH:20][c:21]1[F:22])[n:9][n:10]2. The reactants are ClC1=CC=C(C=N1)C(=O)N1[C@H](CN(CC1)S(=O)(=O)C1=CC=C(C=C1)C(F)(F)F)C ((2S)-1-[(6-Chloro-3-pyridinyl)carbonyl]-2-methyl-4-{[4-(trifluoromethyl)phenyl]sulfonyl}piperazine), C(C)N (ethylamine), CO (methanol). The product is Cl.C(C)NC1=NC=C(C=C1)C(=O)N1[C@H](CN(CC1)S(=O)(=O)C1=CC=C(C=C1)C(F)(F)F)C (N-Ethyl-5-[((2S)-2-methyl-4-{[4-(trifluoromethyl)phenyl]sulfonyl}-1-piperazinyl)carbonyl]-2-pyridinamine hydrochloride). RXN SMILES: [Cl:1][C:2]1[N:7]=[CH:6][C:5]([C:8]([N:10]2[CH2:15][CH2:14][N:13]([S:16]([C:19]3[CH:24]=[CH:23][C:22]([C:25]([F:28])([F:27])[F:26])=[CH:21][CH:20]=3)(=[O:18])=[O:17])[CH2:12][C@@H:11]2[CH3:29])=[O:9])=[CH:4][CH:3]=1.[CH2:30]([NH2:32])[CH3:31].CO>>[ClH:1].[CH2:30]([NH:32][C:2]1[CH:3]=[CH:4][C:5]([C:8]([N:10]2[CH2:15][CH2:14][N:13]([S:16]([C:19]3[CH:24]=[CH:23][C:22]([C:25]([F:28])([F:27])[F:26])=[CH:21][CH:20]=3)(=[O:18])=[O:17])[CH2:12][C@@H:11]2[CH3:29])=[O:9])=[CH:6][N:7]=1)[CH3:31] |f:3.4|. Procedure: (2S)-1-[(6-Chloro-3-pyridinyl)carbonyl]-2-methyl-4-{[4-(trifluoromethyl)phenyl]sulfonyl}piperazine (may be prepared as described in Example 26) (67 mg, 0.15 mmol) was weighed into a microwave vial, and treated with ethylamine, 2.0M in methanol (1.5 ml, 3.0 mmol). The clear solution was heated in the microwave to 120° C. for 18 h with stirring. LCMS analysis showed complete conversion. The reaction mixture was concentrated to give the crude material as a yellow gum (76 mg). This was purified by M... Reaction conditions: temperature 120 celsius. Reactants: C([O-])([O-])=O.[K+].[K+] (Potassium carbonate), ClC1=C(C=CC=C1)S (2-chlorothiophenol), mixture, ClCC(=C)C1=CC=CC=C1 (1-chloro-2-phenyl-2-propene), ClC=C(C)C1=CC=CC=C1 (1-chloro-2-phenyl-1-propene), ice. The solvent is CCOCC (ether), CC(=O)C (acetone), CC(=O)C (acetone), O (water). Run at time 1 hour. Yields the product ClC1=C(C=CC=C1)SCC(=C)C1=CC=CC=C1 (1-[2'-chlorophenylthio]-2-phenyl-2-propene). Yield: 80.0%. RXN SMILES: C(=O)([O-])[O-].[K+].[K+].[Cl:7][C:8]1[CH:13]=[CH:12][CH:11]=[CH:10][C:9]=1[SH:14].Cl[CH2:16][C:17]([C:19]1[CH:24]=[CH:23][CH:22]=[CH:21][CH:20]=1)=[CH2:18].ClC=C(C1C=CC=CC=1)C>CC(C)=O.CCOCC.O>[Cl:7][C:8]1[CH:13]=[CH:12][CH:11]=[CH:10][C:9]=1[S:14][CH2:18][C:17]([C:19]1[CH:24]=[CH:23][CH:22]=[CH:21][CH:20]=1)=[CH2:16] |f:0.1.2|. Procedure: Potassium carbonate (4.6 g, 0.033 mole) is suspended in acetone (100 cc) and the whole is heated to 50°-60° C. An acetone (30 cc) solution of 2-chlorothiophenol (4.3 g, 0.03 mole) and of a mixture (9.1 g, 0.03 mole) containing 1-chloro-2-phenyl-2-propene (50%) and 1-chloro-2-phenyl-1-propene (50%) is added dropwise under nitrogen. After 1 h of stirring at 50°-60° C. the reaction mixture is poured into water and ice (150 g) and is then reextracted with ether (3×100 cc). It is washed with water (2... The reactants are ClC=1C=CC(=C(C1)C1=CC(N(C=C1)C(C(=O)OCC)CC=1C=NC=CC1)=O)C(F)(F)F (ethyl 2-{4-[5-chloro-2-(trifluoromethyl)phenyl]-2-oxopyridin-1(2H)-yl}-3-(pyridin-3-yl)propanoate), [OH-].[Li+] (lithium hydroxide). The product is ClC=1C=CC(=C(C1)C1=CC(N(C=C1)C(C(=O)O)CC=1C=NC=CC1)=O)C(F)(F)F (2-{4-[5-Chloro-2-(trifluoromethyl)phenyl]-2-oxopyridin-1(2H)-yl}-3-(pyridin-3-yl)propanoic acid). As a reaction SMILES: [Cl:1][C:2]1[CH:3]=[CH:4][C:5]([C:28]([F:31])([F:30])[F:29])=[C:6]([C:8]2[CH:13]=[CH:12][N:11]([CH:14]([CH2:20][C:21]3[CH:22]=[N:23][CH:24]=[CH:25][CH:26]=3)[C:15]([O:17]CC)=[O:16])[C:10](=[O:27])[CH:9]=2)[CH:7]=1.[OH-].[Li+]>>[Cl:1][C:2]1[CH:3]=[CH:4][C:5]([C:28]([F:30])([F:29])[F:31])=[C:6]([C:8]2[CH:13]=[CH:12][N:11]([CH:14]([CH2:20][C:21]3[CH:22]=[N:23][CH:24]=[CH:25][CH:26]=3)[C:15]([OH:17])=[O:16])[C:10](=[O:27])[CH:9]=2)[CH:7]=1 |f:1.2|. Procedure: 39 mg (0.09 mmol) of ethyl 2-{4-[5-chloro-2-(trifluoromethyl)phenyl]-2-oxopyridin-1(2H)-yl}-3-(pyridin-3-yl)propanoate (racemate) were hydrolysed with lithium hydroxide according to General Method 6B. Yield: 28 mg (purity 92%, 70% of theory)